From a dataset of the Open Reaction Database (ORD), a public repository of structured organic reaction records. describe an organic reaction: reactants, conditions, products, and yield The reactants are C(C)(=O)OCC (Ethyl acetate), [N+](=O)([O-])C1=CC=C(CN)C=C1 (4-Nitrobenzylamine), C(C)(C)N(CC)C(C)C (diisopropylethylamine), ClS(=O)(=O)C=1N=CN2C1SC=C2 (7-chlorosulfonylimidazo[5,1-b]thiazole). Run in CN(C)C=O (DMF). Conditions: time 12 hour. The product is [N+](=O)([O-])C1=CC=C(CNS(=O)(=O)C=2N=CN3C2SC=C3)C=C1 (7-(4-nitrobenzylsulfamoyl)imidazo[5,1-b]thiazole). Yield: 74.1%. Reaction SMILES: [N+:1]([C:4]1[CH:11]=[CH:10][C:7]([CH2:8][NH2:9])=[CH:6][CH:5]=1)([O-:3])=[O:2].C(N(C(C)C)CC)(C)C.Cl[S:22]([C:25]1[N:26]=[CH:27][N:28]2[CH:32]=[CH:31][S:30][C:29]=12)(=[O:24])=[O:23].C(OCC)(=O)C>CN(C=O)C>[N+:1]([C:4]1[CH:5]=[CH:6][C:7]([CH2:8][NH:9][S:22]([C:25]2[N:26]=[CH:27][N:28]3[CH:32]=[CH:31][S:30][C:29]=23)(=[O:23])=[O:24])=[CH:10][CH:11]=1)([O-:3])=[O:2]. Procedure details: 4-Nitrobenzylamine (1.24 g) and 2 ml of diisopropylethylamine were added to a solution of 0.95 g of 7-chlorosulfonylimidazo[5,1-b]thiazole in 20 ml of DMF. The mixture was stirred at room temperature for 12 hr. Ethyl acetate was added to the reaction mixture. The mixture was washed with water and saturated brine in that order. The organic layer was dried over anhydrous magnesium sulfate. The solvent was evaporated, and the resultant powder was collected by filtration to give 1.07 g of 7-(4-nitro... As a reaction SMILES: [C:29](=[O:30])([O-:31])[O-:32].[CH2:37]([OH:38])[CH2:39][CH2:40][CH3:41].[Cl:1][CH2:2][CH2:3][CH2:4][CH:5]1[CH2:6][N:7]([c:11]2[cH:12][cH:13][cH:14][cH:15][cH:16]2)[C:8](=[O:10])[O:9]1.[I-:36].[K+:33].[K+:34].[K+:35].[n:17]1[c:18]([N:23]2[CH2:24][CH2:25][NH:26][CH2:27][CH2:28]2)[cH:19][cH:20][cH:21][cH:22]1>>[CH2:2]([CH2:3][CH2:4][CH:5]1[CH2:6][N:7]([c:11]2[cH:12][cH:13][cH:14][cH:15][cH:16]2)[C:8](=[O:10])[O:9]1)[N:26]1[CH2:25][CH2:24][N:23]([c:18]2[n:17][cH:22][cH:21][cH:20][cH:19]2)[CH2:28][CH2:27]1. The product is O=C1OC(CCCN2CCN(c3ccccn3)CC2)CN1c1ccccc1. The reactants are O=C([O-])[O-], CCCCO, O=C1OC(CCCCl)CN1c1ccccc1, [I-], [K+], [K+], [K+], c1ccc(N2CCNCC2)nc1. Starting materials: CCO, CCOC(=O)c1ccc(N(C)c2cc3c(cc2C)C(C)=CCC3(C)C)cc1, [K+], [OH-], O. The product is CC1=CCC(C)(C)c2cc(N(C)c3ccc(C(=O)O)cc3)c(C)cc21. As a reaction SMILES: [CH2:28]([OH:29])[CH3:30].[CH3:1][N:2]([c:3]1[cH:4][cH:5][c:6]([C:7](=[O:8])[O:9][CH2:10][CH3:11])[cH:12][cH:13]1)[c:14]1[cH:15][c:16]2[c:21]([cH:22][c:23]1[CH3:24])[C:20]([CH3:25])=[CH:19][CH2:18][C:17]2([CH3:26])[CH3:27].[K+:32].[OH-:31].[OH2:33]>>[CH3:1][N:2]([c:3]1[cH:4][cH:5][c:6]([C:7](=[O:8])[OH:9])[cH:12][cH:13]1)[c:14]1[cH:15][c:16]2[c:21]([cH:22][c:23]1[CH3:24])[C:20]([CH3:25])=[CH:19][CH2:18][C:17]2([CH3:26])[CH3:27].